The task is: describe an organic reaction: reactants, conditions, products, and yield. This data is from the Open Reaction Database (ORD), a public repository of structured organic reaction records. Reactants: OC1=CC(=C(C=C1)C(CC(=O)OC)CCCC)OC (methyl 3-(4-hydroxy-2-methoxyphenyl)heptanoate), C(C1=CC=CC=C1)OC1=C(C=CC=C1OC)C(CC(=O)O)CC(C)C (3-(2-benzyloxy-3-methoxyphenyl)-5-methylhexanoic acid). Yields the product OC1=CC(=C(C=C1)C(CC(=O)OC)CC(C)C)OC (Methyl 3-(4-hydroxy-2-methoxyphenyl)-5-methylhexanoate). RXN SMILES: [OH:1][C:2]1[CH:7]=[CH:6][C:5]([CH:8]([CH2:14][CH2:15][CH2:16]C)[CH2:9][C:10]([O:12][CH3:13])=[O:11])=[C:4]([O:18][CH3:19])[CH:3]=1.[CH2:20](OC1C(OC)=CC=CC=1C(CC(C)C)CC(O)=O)C1C=CC=CC=1>>[OH:1][C:2]1[CH:7]=[CH:6][C:5]([CH:8]([CH2:14][CH:15]([CH3:16])[CH3:20])[CH2:9][C:10]([O:12][CH3:13])=[O:11])=[C:4]([O:18][CH3:19])[CH:3]=1. Procedure: Following a similar procedure to that described in Preparation 58A, but using 3-(2-benzyloxy-3-methoxyphenyl)-5-methylhexanoic acid (prepared as described in Preparation 30H), the title compound was obtained as an oily substance.